From a dataset of the Open Reaction Database (ORD), a public repository of structured organic reaction records. describe an organic reaction: reactants, conditions, products, and yield Starting materials: NCC1=CN=C(S1)Cl (5-(Aminomethyl)-2-chlorothiazole), Cl (hydrochloric acid), COC(N[N+](=O)[O-])=N (O-methyl-N-nitroisourea), [Cl-].[Na+] (sodium chloride). Reagents/catalysts: [OH-].[Na+] (sodium hydroxide). Solvent: O (Water). Conditions: time 16 hour. Product: COC(NCC1=CN=C(S1)Cl)=N[N+](=O)[O-] (O-methyl-N-(2-chloro-5-thiazolylmethyl)-N'-nitroisourea). The yield is 68.6%. Reaction SMILES: [NH2:1][CH2:2][C:3]1[S:7][C:6]([Cl:8])=[N:5][CH:4]=1.Cl.[CH3:10][O:11][C:12](=N)[NH:13][N+:14]([O-:16])=[O:15].[Cl-].[Na+]>[OH-].[Na+].O>[CH3:10][O:11][C:12](=[N:13][N+:14]([O-:16])=[O:15])[NH:1][CH2:2][C:3]1[S:7][C:6]([Cl:8])=[N:5][CH:4]=1 |f:3.4,5.6|. Procedure details: 5-(Aminomethyl)-2-chlorothiazole (1.49 g, 10.0 mmol) was dissolved in diluted hydrochloric acid (15 ml, 10.0 mmol), and O-methyl-N-nitroisourea (1.31 g, 11.0 mmol) and sodium chloride (1.17 g, 20.0 mmol) were added. pH was 2.1 at this time. This reaction mixture was adjusted to pH 6.2 with aqueous sodium hydroxide solution (0.1 N, 3.8 ml, 0.38 mmol) using pH meter. Water (1.2 ml) was added to increase the whole volume to 20 ml. After 16 hours of stirring at room temperature (pH was 6.8 at this t... Reactants: Br.OC1=CC2=C(C(CNCC2)C2=CC=CC=C2)C=C1O (7,8-dihydroxy-1-phenyl-2,3,4,5-tetrahydro-1H-3-benzazepine hydrobromide), ClC=1C(C(=C(C(C1Cl)=O)C#N)C#N)=O (2,3-dichloro-5,6-dicyano-1,4-benzoquinone). Solvent: CO (methanol), CO (methanol). Yields the product Br.C1(=CC=CC=C1)C1CNCCC=2C1=CC(C(C2)=O)=O (1-phenyl-2,3,4,5-tetrahydro-1H-3-benzazepine-7,8-dione hydrobromide). The yield is 97.0%. As a reaction SMILES: [BrH:1].[OH:2][C:3]1[C:19]([OH:20])=[CH:18][C:6]2[CH:7]([C:12]3[CH:17]=[CH:16][CH:15]=[CH:14][CH:13]=3)[CH2:8][NH:9][CH2:10][CH2:11][C:5]=2[CH:4]=1.ClC1C(=O)C(C#N)=C(C#N)C(=O)C=1Cl>CO>[BrH:1].[C:12]1([CH:7]2[C:6]3=[CH:18][C:19](=[O:20])[C:3](=[O:2])[CH:4]=[C:5]3[CH2:11][CH2:10][NH:9][CH2:8]2)[CH:17]=[CH:16][CH:15]=[CH:14][CH:13]=1 |f:0.1,4.5|. Reported procedure: To a suspension of 7,8-dihydroxy-1-phenyl-2,3,4,5-tetrahydro-1H-3-benzazepine hydrobromide (34 g, 0.101 mole, U.S. Pat. No. 3,393,192) in methanol (275 ml) was added a solution of 2,3-dichloro-5,6-dicyano-1,4-benzoquinone (25.2 g, 0.111 mole) in methanol (125 ml). The addition was carried out rapidly with stirring at 0° under an argon atmosphere. After stirring at 0° for 1 hour the reaction mixture was filtered and the orange precipitate was washed with cold methanol (75 ml), ethyl acetate (100 ... Reactants: [Na+].FC(C=1C=CC=C2C(=CC=NC12)NC=1C(C(=O)[O-])=CC=CC1)(F)F (N-(8-trifluoromethyl-4-quinolyl)-anthranilic acid sodium salt), ClCCN1C(OCC1)=O (3-(β-chloroethyl)-oxazolidin-2-one). Run in CN(C=O)C (dimethylformamide). Run at temperature 120 celsius, time 5 hour. Product: O=C1OCCN1CCOC(C=1C(NC2=CC=NC3=C(C=CC=C23)C(F)(F)F)=CC=CC1)=O (N-(8-trifluoromethyl-4-quinolyl)-anthranilic acid β-(2-oxo-3-oxazolidinyl)-ethyl ester). The yield is 44.9%. RXN SMILES: [Na+].[F:2][C:3]([F:25])([F:24])[C:4]1[CH:5]=[CH:6][CH:7]=[C:8]2[C:13]=1[N:12]=[CH:11][CH:10]=[C:9]2[NH:14][C:15]1[C:16](=[CH:20][CH:21]=[CH:22][CH:23]=1)[C:17]([O-:19])=[O:18].Cl[CH2:27][CH2:28][N:29]1[CH2:33][CH2:32][O:31][C:30]1=[O:34]>CN(C)C=O>[O:34]=[C:30]1[N:29]([CH2:28][CH2:27][O:18][C:17](=[O:19])[C:16]2[C:15](=[CH:23][CH:22]=[CH:21][CH:20]=2)[NH:14][C:9]2[C:8]3[C:13](=[C:4]([C:3]([F:24])([F:2])[F:25])[CH:5]=[CH:6][CH:7]=3)[N:12]=[CH:11][CH:10]=2)[CH2:33][CH2:32][O:31]1 |f:0.1|. Procedure: A mixture comprising 10.62 g of N-(8-trifluoromethyl-4-quinolyl)-anthranilic acid sodium salt, 4.98 g of 90% 3-(β-chloroethyl)-oxazolidin-2-one and 60 ml of dimethylformamide was heated under stirring at 120° C. for five hours. Upon completion of the reaction, the mixture was cooled, filtered, and poured into 300 ml of water. The crude product was extracted with ethyl acetate, the solvent evaporated off and the residue crystallized from ethanol to give 6 g of N-(8-trifluoromethyl-4-quinolyl)-ant... Starting materials: N(CCO)CCO (diethanolamine), BrCCC1=CC=CC=C1 (2-bromo-ethylbenzene). The product is OCCN(CCO)CCC1=CC=CC=C1 (2-[(2-Hydroxy-ethyl)-(2-phenyl-ethyl)-amino]-ethanol). As a reaction SMILES: [NH:1]([CH2:5][CH2:6][OH:7])[CH2:2][CH2:3][OH:4].Br[CH2:9][CH2:10][C:11]1[CH:16]=[CH:15][CH:14]=[CH:13][CH:12]=1>>[OH:4][CH2:3][CH2:2][N:1]([CH2:9][CH2:10][C:11]1[CH:16]=[CH:15][CH:14]=[CH:13][CH:12]=1)[CH2:5][CH2:6][OH:7]. Procedure: 2-[(2-Hydroxy-ethyl)-(2-phenyl-ethyl)-amino]-ethanol was prepared according to the general method as outlined in example 1. Starting from diethanolamine (6.0 g, 57). and 2-bromo-ethylbenzene (9.0 g, 48.3 mmol). Yield 9 g, (90%); yellow oil; MS: 210 (M+H)+.